This data is from the Open Reaction Database (ORD), a public repository of structured organic reaction records. The task is: describe an organic reaction: reactants, conditions, products, and yield The reactants are O.NN (hydrazine monohydrate), C=O (formalin), ClC1=CC=C(C=C1)C(CC(=O)OC)=O (methyl 3-(4-chlorophenyl)-3-keto-propanoate). The solvent is CO (methanol), CO (methanol). Reaction conditions: time 18 hour. Yields the product ClC1=CC=C(C=C1)C1=NNCC1C(=O)OC (3-(4-chlorophenyl)-4-carbomethoxy-4,5-dihydro-1H-pyrazole). The yield is 98.2%. Reaction SMILES: [Cl:1][C:2]1[CH:7]=[CH:6][C:5]([C:8](=O)[CH2:9][C:10]([O:12][CH3:13])=[O:11])=[CH:4][CH:3]=1.O.[NH2:16][NH2:17].[CH2:18]=O>CO>[Cl:1][C:2]1[CH:7]=[CH:6][C:5]([C:8]2[CH:9]([C:10]([O:12][CH3:13])=[O:11])[CH2:18][NH:17][N:16]=2)=[CH:4][CH:3]=1 |f:1.2|. Procedure details: To 20.0 g of methyl 3-(4-chlorophenyl)-3-keto-propanoate in 100 ml of methanol was added a mixture of 4.7 g of hydrazine monohydrate and 7.6 g of 37% formalin in 50 ml of methanol. The reaction was stirred at room temperature for 18 hrs. The methanol was then removed in vacuo and the product was dissolved in 40 ml of methylene chloride and washed 5 times with 100 ml portions of water. The methylene chloride layer was dried over anhydrous magnesium sulfate and evaporated in vacuo to yield 22 g of... Starting materials: FC(CN(C(=O)NN)CC(F)([N+](=O)[O-])[N+](=O)[O-])([N+](=O)[O-])[N+](=O)[O-] ([N,N-bis(2-fluoro-2,2-dinitroethyl)carbamyl]hydrazine), FC(C#N)([N+](=O)[O-])[N+](=O)[O-] (fluorodinitroacetonitrile). Yields the product FC(CN(C(=O)NN=NCC([N+](=O)[O-])([N+](=O)[O-])F)CC(F)([N+](=O)[O-])[N+](=O)[O-])([N+](=O)[O-])[N+](=O)[O-] (1-[N,N-bis(2-fluoro-2,2-dinitroethyl)carbamyl]-2-(2-fluoro-2,2-dinitroethylimino)hydrazine). As a reaction SMILES: [F:1][C:2]([N+:21]([O-:23])=[O:22])([N+:18]([O-:20])=[O:19])[CH2:3][N:4]([CH2:9][C:10]([N+:15]([O-:17])=[O:16])([N+:12]([O-:14])=[O:13])[F:11])[C:5]([NH:7][NH2:8])=[O:6].[F:24][C:25]([N+:31]([O-:33])=[O:32])([N+:28]([O-:30])=[O:29])[C:26]#[N:27]>>[F:1][C:2]([N+:21]([O-:23])=[O:22])([N+:18]([O-:20])=[O:19])[CH2:3][N:4]([CH2:9][C:10]([N+:15]([O-:17])=[O:16])([N+:12]([O-:14])=[O:13])[F:11])[C:5]([NH:7][N:8]=[N:27][CH2:26][C:25]([F:24])([N+:31]([O-:33])=[O:32])[N+:28]([O-:30])=[O:29])=[O:6]. Procedure details: The initial derivatives prepared from I can also be useful intermediates for the synthesis of other explosive materials. For example [N,N-bis(2-fluoro-2,2-dinitroethyl)carbamyl]hydrazine (VI) was added to fluorodinitroacetonitrile to give 1-[N,N-bis(2-fluoro-2,2-dinitroethyl)carbamyl]-2-(2-fluoro-2,2-dinitroethylimino)hydrazine (IX). Compound IX was hydrolyzed to give 1-[N,N-bis(2-fluoro-2,2-dinitroethyl)carbamyl]-2-fluorodinitroacetyl hydrazine (X) and cyclized with trifluoroacetic anhydride to... Starting materials: O=C1CCC(=O)N1Br, Cl, COC(=O)C(CCC(F)(F)C(F)(F)F)S(=O)(=O)CCC(F)(F)F, [H-], [Na+], C1CCOC1. Yields the product COC(=O)C(Br)(CCC(F)(F)C(F)(F)F)S(=O)(=O)CCC(F)(F)F. As a reaction SMILES: [Br:26][N:27]1[C:28](=[O:29])[CH2:30][CH2:31][C:32]1=[O:33].[ClH:34].[F:1][C:2]([CH2:3][CH2:4][CH:5]([C:6](=[O:7])[O:8][CH3:9])[S:10](=[O:11])(=[O:12])[CH2:13][CH2:14][C:15]([F:16])([F:17])[F:18])([C:19]([F:20])([F:21])[F:22])[F:23].[H-:24].[Na+:25].[O:35]1[CH2:36][CH2:37][CH2:38][CH2:39]1>>[F:1][C:2]([CH2:3][CH2:4][C:5]([C:6](=[O:7])[O:8][CH3:9])([S:10](=[O:11])(=[O:12])[CH2:13][CH2:14][C:15]([F:16])([F:17])[F:18])[Br:26])([C:19]([F:20])([F:21])[F:22])[F:23].